Dataset: the Open Reaction Database (ORD), a public repository of structured organic reaction records. Task: describe an organic reaction: reactants, conditions, products, and yield Starting materials: [N+](=O)([O-])C=1C=CC2=C(C(=NCC=3N2C(=NN3)CO)C3=C(C=CC=C3)Cl)C1 (8-nitro-1-(hydroxymethyl)-6-(o-chlorophenyl)-4H-s-triazolo[4,3-a][1,4]benzodiazepine), C1(=CC=CC=C1)CC(=O)OC(CC1=CC=CC=C1)=O (phenylacetic anhydride). Run in O (water). The product is C1(=CC=CC=C1)CC(=O)O.[N+](=O)([O-])C=1C=CC2=C(C(=NCC=3N2C(=NN3)CO)C3=C(C=CC=C3)Cl)C1 (8-nitro-1-(hydroxymethyl)-6-(o-chlorophenyl)-4H-s-triazolo[4,3-a][1,4]benzodiazepine phenylacetate). As a reaction SMILES: [N+:1]([C:4]1[CH:5]=[CH:6][C:7]2[N:13]3[C:14]([CH2:17][OH:18])=[N:15][N:16]=[C:12]3[CH2:11][N:10]=[C:9]([C:19]3[CH:24]=[CH:23][CH:22]=[CH:21][C:20]=3[Cl:25])[C:8]=2[CH:26]=1)([O-:3])=[O:2].[C:27]1([CH2:33][C:34]([O:36]C(=O)CC2C=CC=CC=2)=[O:35])[CH:32]=[CH:31][CH:30]=[CH:29][CH:28]=1>O>[C:27]1([CH2:33][C:34]([OH:36])=[O:35])[CH:32]=[CH:31][CH:30]=[CH:29][CH:28]=1.[N+:1]([C:4]1[CH:5]=[CH:6][C:7]2[N:13]3[C:14]([CH2:17][OH:18])=[N:15][N:16]=[C:12]3[CH2:11][N:10]=[C:9]([C:19]3[CH:24]=[CH:23][CH:22]=[CH:21][C:20]=3[Cl:25])[C:8]=2[CH:26]=1)([O-:3])=[O:2] |f:3.4|. Procedure: In a manner similar to Example 12, a mixture of 8-nitro-1-(hydroxymethyl)-6-(o-chlorophenyl)-4H-s-triazolo[4,3-a][1,4]benzodiazepine and phenylacetic anhydride was heated on the water bath to give 8-nitro-1-(hydroxymethyl)-6-(o-chlorophenyl)-4H-s-triazolo[4,3-a][1,4]benzodiazepine phenylacetate (ester). Starting materials: BrC1=CC=C(C(=N1)CS(=O)(=O)C1=CC=C(C=C1)C)[N+](=O)[O-] (6-bromo-3-nitro-2-(toluene-4-sulfonylmethyl)-pyridine), COC(CBr)=O (bromo-acetic acid methyl ester), C(=O)([O-])[O-].[K+].[K+] (K2CO3), O (water). The solvent is CN(C)C=O (DMF). Reaction conditions: temperature 40 celsius, time 1 hour. The product is COC(CC(S(=O)(=O)C1=CC=C(C=C1)C)C1=NC(=CC=C1[N+](=O)[O-])Br)=O (3-(6-bromo-3-nitro-pyridin-2-yl)-3-(toluene-4-sulfonyl)-propionic acid methyl ester). Isolated yield 97.8%. Reaction SMILES: [Br:1][C:2]1[N:7]=[C:6]([CH2:8][S:9]([C:12]2[CH:17]=[CH:16][C:15]([CH3:18])=[CH:14][CH:13]=2)(=[O:11])=[O:10])[C:5]([N+:19]([O-:21])=[O:20])=[CH:4][CH:3]=1.[CH3:22][O:23][C:24](=[O:27])[CH2:25]Br.C([O-])([O-])=O.[K+].[K+].O>CN(C=O)C>[CH3:22][O:23][C:24](=[O:27])[CH2:25][CH:8]([C:6]1[C:5]([N+:19]([O-:21])=[O:20])=[CH:4][CH:3]=[C:2]([Br:1])[N:7]=1)[S:9]([C:12]1[CH:17]=[CH:16][C:15]([CH3:18])=[CH:14][CH:13]=1)(=[O:11])=[O:10] |f:2.3.4|. Procedure details: A mixture of 6-bromo-3-nitro-2-(toluene-4-sulfonylmethyl)-pyridine (3.3 g, 9.0 mmol), bromo-acetic acid methyl ester (2.1 mL, 22.5 mmol) and K2CO3 (8.4 g, 60.8 mmol) were suspended in DMF (18.0 mL) and stirred at 40° C. for 1 hour before pouring into water (50 mL). After extraction with EtOAc, the organic layer was washed with brine, dried over anhy. Na2SO4, filtered and concentrated in vacuo to give 3-(6-bromo-3-nitro-pyridin-2-yl)-3-(toluene-4-sulfonyl)-propionic acid methyl ester (3.9 g, quan... Starting materials: O=C(Cl)CCCCCBr, CC(Cl)Cl, Nc1ncccc1C(=O)c1cccs1, c1ccncc1. The product is O=C(CCCCCBr)Nc1ncccc1C(=O)c1cccs1. Reaction SMILES: [Br:15][CH2:16][CH2:17][CH2:18][CH2:19][CH2:20][C:21](=[O:22])[Cl:23].[Cl:30][CH:31]([Cl:32])[CH3:33].[NH2:1][c:2]1[n:3][cH:4][cH:5][cH:6][c:7]1[C:8]([c:9]1[cH:10][cH:11][cH:12][s:13]1)=[O:14].[cH:24]1[cH:25][cH:26][n:27][cH:28][cH:29]1>>[NH:1]([c:2]1[n:3][cH:4][cH:5][cH:6][c:7]1[C:8]([c:9]1[cH:10][cH:11][cH:12][s:13]1)=[O:14])[C:21]([CH2:20][CH2:19][CH2:18][CH2:17][CH2:16][Br:15])=[O:22]. The reactants are BrC1=C(C(=O)C=2C=CC3=C(N(C(CO3)=O)C(C(F)(F)F)=O)C2)C=C(C=C1)I (6-(2-bromo-5-iodo-benzoyl)-4-(2,2,2-trifluoro-acetyl)-4H-benzo[1,4]oxazin-3-one), C(C)[SiH](CC)CC (triethylsilane), B(F)(F)F (borontrifluoride), complex. Reported procedure: To a stirred solution of 6-(2-bromo-5-iodo-benzoyl)-4-(2,2,2-trifluoro-acetyl)-4H-benzo[1,4]oxazin-3-one (16.0 g, 29.252 mmol) in 1,2-dichloroethane/MeCN (1:2 mixture, 60 mL) was added triethylsilane (9.9 mL, 62.43 mmol) and borontrifluoride diethyletherate complex (4.9 mL, 38.51 mmol) simultaneously at −10° C. After stirring overnight at room temperature, the reaction was heated at 50° C. for 3 h. The reaction was quenched by the addition of aq. sodium, bicarbonate (50 mL). Volatiles were evapo... As a reaction SMILES: [Br:1][C:2]1[CH:26]=[CH:25][C:24]([I:27])=[CH:23][C:3]=1[C:4]([C:6]1[CH:7]=[CH:8][C:9]2[O:14][CH2:13][C:12](=O)[N:11]([C:16](=[O:21])[C:17]([F:20])([F:19])[F:18])[C:10]=2[CH:22]=1)=O.C([SiH](CC)CC)C.B(F)(F)F>ClCCCl.CC#N>[Br:1][C:2]1[CH:26]=[CH:25][C:24]([I:27])=[CH:23][C:3]=1[CH2:4][C:6]1[CH:7]=[CH:8][C:9]2[O:14][CH2:13][CH2:12][N:11]([C:16](=[O:21])[C:17]([F:19])([F:20])[F:18])[C:10]=2[CH:22]=1 |f:3.4|. Reaction conditions: time 8 hour. The solvent is ClCCCl.CC#N (1,2-dichloroethane MeCN). Product: BrC1=C(CC=2C=CC3=C(N(CCO3)C(C(F)(F)F)=O)C2)C=C(C=C1)I (1-[6-(2-bromo-5-iodo-benzyl)-2,3-dihydro-benzo[1,4]oxazin-4-yl]-2,2,2-trifluoro-ethanone). The yield is 78.6%. The reactants are C(C)(C)(C)OC(=O)N1CCC(CC1)NC1=CC=C(C=C1)SC (1-(tert-Butoxycarbonyl)-4-[[4-(methylthio)phenyl]amino]piperidine), ClCC1=CC(=NC=C1)C1=CC(=C(C(=C1)OC)OC)OC (4-chloromethyl-2-(3,4,5-trimethoxyphenyl)pyridine). Yields the product C(C)(C)(C)OC(=O)N1CCC(CC1)N(CC1=CC(=NC=C1)C1=CC(=C(C(=C1)OC)OC)OC)C1=CC=C(C=C1)SC (1-(tert-Butoxycarbonyl)-4-[N-[4-(methylthio)phenyl]-N-[[2-(3,4,5-trimethoxyphenyl)pyridin-4-yl]methyl]amino]piperidine). Reaction SMILES: [C:1]([O:5][C:6]([N:8]1[CH2:13][CH2:12][CH:11]([NH:14][C:15]2[CH:20]=[CH:19][C:18]([S:21][CH3:22])=[CH:17][CH:16]=2)[CH2:10][CH2:9]1)=[O:7])([CH3:4])([CH3:3])[CH3:2].Cl[CH2:24][C:25]1[CH:30]=[CH:29][N:28]=[C:27]([C:31]2[CH:36]=[C:35]([O:37][CH3:38])[C:34]([O:39][CH3:40])=[C:33]([O:41][CH3:42])[CH:32]=2)[CH:26]=1>>[C:1]([O:5][C:6]([N:8]1[CH2:13][CH2:12][CH:11]([N:14]([C:15]2[CH:20]=[CH:19][C:18]([S:21][CH3:22])=[CH:17][CH:16]=2)[CH2:24][C:25]2[CH:30]=[CH:29][N:28]=[C:27]([C:31]3[CH:36]=[C:35]([O:37][CH3:38])[C:34]([O:39][CH3:40])=[C:33]([O:41][CH3:42])[CH:32]=3)[CH:26]=2)[CH2:10][CH2:9]1)=[O:7])([CH3:4])([CH3:3])[CH3:2]. Procedure: 1-(tert-Butoxycarbonyl)-4-[[4-(methylthio)phenyl]amino]piperidine (644 mg) and 4-chloromethyl-2-(3,4,5-trimethoxyphenyl)pyridine (588 mg) was treated in the same manner as described in Example 9 to give light yellow amorphous of the title compound. Starting materials: BrC=1C(=CC(=C(C(=O)NC=2C(=NOC2)C)C1)OCC1=CC=C(C=C1)F)CN1CCOCC1 (5-Bromo-2-{[(4-fluorophenyl)methyl]oxy}-N-(3-methyl-4-isoxazolyl)-4-(4-morpholinylmethyl)benzamide), CN1N=CC(=C1)B1OC(C(O1)(C)C)(C)C (1-methyl-4-(4,4,5,5-tetramethyl-1,3,2-dioxaborolan-2-yl)-1H-pyrazole), C([O-])([O-])=O.[Na+].[Na+] (sodium carbonate). The reagents and catalysts are C=1C=CC(=CC1)[P](C=2C=CC=CC2)(C=3C=CC=CC3)[Pd]([P](C=4C=CC=CC4)(C=5C=CC=CC5)C=6C=CC=CC6)([P](C=7C=CC=CC7)(C=8C=CC=CC8)C=9C=CC=CC9)[P](C=1C=CC=CC1)(C=1C=CC=CC1)C=1C=CC=CC1 (Pd(Ph3P)4). Run in COCCOC (1,2-dimethoxyethane). Run at temperature 120 celsius. Yields the product FC1=CC=C(C=C1)COC1=C(C(=O)NC=2C(=NOC2)C)C=C(C(=C1)CN1CCOCC1)C=1C=NN(C1)C (2-{[(4-Fluorophenyl)methyl]oxy}-N-(3-methyl-4-isoxazolyl)-5-(1-methyl-1H-pyrazol-4-yl)-4-(4-morpholinylmethyl)benzamide). RXN SMILES: Br[C:2]1[C:3]([CH2:26][N:27]2[CH2:32][CH2:31][O:30][CH2:29][CH2:28]2)=[CH:4][C:5]([O:17][CH2:18][C:19]2[CH:24]=[CH:23][C:22]([F:25])=[CH:21][CH:20]=2)=[C:6]([CH:16]=1)[C:7]([NH:9][C:10]1[C:11]([CH3:15])=[N:12][O:13][CH:14]=1)=[O:8].[CH3:33][N:34]1[CH:38]=[C:37](B2OC(C)(C)C(C)(C)O2)[CH:36]=[N:35]1.C(=O)([O-])[O-].[Na+].[Na+]>COCCOC.C1C=CC([P]([Pd]([P](C2C=CC=CC=2)(C2C=CC=CC=2)C2C=CC=CC=2)([P](C2C=CC=CC=2)(C2C=CC=CC=2)C2C=CC=CC=2)[P](C2C=CC=CC=2)(C2C=CC=CC=2)C2C=CC=CC=2)(C2C=CC=CC=2)C2C=CC=CC=2)=CC=1>[F:25][C:22]1[CH:23]=[CH:24][C:19]([CH2:18][O:17][C:5]2[CH:4]=[C:3]([CH2:26][N:27]3[CH2:32][CH2:31][O:30][CH2:29][CH2:28]3)[C:2]([C:37]3[CH:36]=[N:35][N:34]([CH3:33])[CH:38]=3)=[CH:16][C:6]=2[C:7]([NH:9][C:10]2[C:11]([CH3:15])=[N:12][O:13][CH:14]=2)=[O:8])=[CH:20][CH:21]=1 |f:2.3.4,^1:63,65,84,103|. Procedure details: To a solution of 5-bromo-2-{[(4-fluorophenyl)methyl]oxy}-N-(3-methyl-4-isoxazolyl)-4-(4-morpholinylmethyl)benzamide (may be prepared as described in Example 16; 89 mg, 0.18 mmol) in 1,2-dimethoxyethane (3 ml) was added 1-methyl-4-(4,4,5,5-tetramethyl-1,3,2-dioxaborolan-2-yl)-1H-pyrazole (40.4 mg, 0.19 mmol), sodium carbonate (0.35 ml, 0.35 mmol) and Pd(Ph3P)4 (12.23 mg, 10.59 μmol). The mixture was heated at 120° C. in a microwave for 35 minutes, the solvent removed in vacuo and the residue puri... The reactants are NC1=C(NC2=C(C=CC(=C12)C)C)C(=O)OC (methyl 3-amino-4,7-dimethylindole-2-carboxylate), CN=C=O (methyl isocyanate). Reagents/catalysts: N1=CC=CC=C1 (pyridine). The solvent is C1CCOC1 (THF). Reaction conditions: time 2.5 hour. Product: CC1=C2C(=C(NC2=C(C=C1)C)C(=O)OC)NC(=O)NC (methyl 4,7-dimethyl-3-((methylamino-carbonyl)amino)indole-2-carboxylate). The yield is 24.0%. Reaction SMILES: [NH2:1][C:2]1[C:10]2[C:5](=[C:6]([CH3:12])[CH:7]=[CH:8][C:9]=2[CH3:11])[NH:4][C:3]=1[C:13]([O:15][CH3:16])=[O:14].[CH3:17][N:18]=[C:19]=[O:20]>N1C=CC=CC=1.C1COCC1>[CH3:11][C:9]1[CH:8]=[CH:7][C:6]([CH3:12])=[C:5]2[C:10]=1[C:2]([NH:1][C:19]([NH:18][CH3:17])=[O:20])=[C:3]([C:13]([O:15][CH3:16])=[O:14])[NH:4]2. Procedure: A mixture of 0.6 g (2.75 mmol) of methyl 3-amino-4,7-dimethylindole-2-carboxylate, one drop of pyridine and 15 ml of anhydrous THF was prepared and 5.0 ml of methyl isocyanate was added dropwise at 0° C. The reaction mixture was stirred at room temperature for 2.5 hours. The crystals precipitated were separated by filtration, washed with ethyl acetate and air-dried to provide 180 mg of white crystals. Yield: 24%